From a dataset of the Open Reaction Database (ORD), a public repository of structured organic reaction records. describe an organic reaction: reactants, conditions, products, and yield Reactants: CC(=O)Br, CCCCC(NC(=O)C(C)NC(=O)C(NC(=O)c1ccccc1)C(C)C)C(=O)O, Cc1cccc(C)c1C(=O)O. Yields the product CC(=O)OC(=O)c1c(C)cccc1C, CCCCC(NC(=O)C(C)NC(=O)C(NC(=O)c1ccccc1)C(C)C)C(=O)O. Reaction SMILES: [Br:1][C:2](=[O:3])[CH3:4].[C:5]([c:6]1[cH:7][cH:8][cH:9][cH:10][cH:11]1)(=[O:12])[NH:13][CH:14]([CH:15]([CH3:16])[CH3:17])[C:18](=[O:19])[NH:20][CH:21]([CH3:22])[C:23](=[O:24])[NH:25][CH:26]([CH2:27][CH2:28][CH2:29][CH3:30])[C:31](=[O:32])[OH:33].[CH3:34][c:35]1[c:36]([C:37](=[O:38])[OH:39])[c:40]([CH3:44])[cH:41][cH:42][cH:43]1>>[C:2](=[O:3])([CH3:4])[O:39][C:37]([c:36]1[c:35]([CH3:34])[cH:43][cH:42][cH:41][c:40]1[CH3:44])=[O:38].[C:5]([c:6]1[cH:7][cH:8][cH:9][cH:10][cH:11]1)(=[O:12])[NH:13][CH:14]([CH:15]([CH3:16])[CH3:17])[C:18](=[O:19])[NH:20][CH:21]([CH3:22])[C:23](=[O:24])[NH:25][CH:26]([CH2:27][CH2:28][CH2:29][CH3:30])[C:31](=[O:32])[OH:33]. Reactants: COC([C@H](CC(C)C)N1C(C=C(C1)OC1=C(C(=CC=C1F)OC(C)C)F)=O)=O ((S)-2-[4-(2,6-difluoro-3-isopropoxy-phenoxy)-2-oxo-2,5-dihydro-pyrrol-1-yl]-4-methyl-pentanoic acid methyl ester), O.[OH-].[Li+] (lithium hydroxide monohydrate). Reaction SMILES: C[O:2][C:3](=[O:28])[C@@H:4]([N:9]1[CH2:13][C:12]([O:14][C:15]2[C:20]([F:21])=[CH:19][CH:18]=[C:17]([O:22][CH:23]([CH3:25])[CH3:24])[C:16]=2[F:26])=[CH:11][C:10]1=[O:27])[CH2:5][CH:6]([CH3:8])[CH3:7].O.[OH-].[Li+]>O1CCCC1>[F:26][C:16]1[C:17]([O:22][CH:23]([CH3:25])[CH3:24])=[CH:18][CH:19]=[C:20]([F:21])[C:15]=1[O:14][C:12]1[CH2:13][N:9]([C@@H:4]([CH2:5][CH:6]([CH3:8])[CH3:7])[C:3]([OH:28])=[O:2])[C:10](=[O:27])[CH:11]=1 |f:1.2.3|. The yield is 86.1%. Reported procedure: To a solution containing (S)-2-[4-(2,6-difluoro-3-isopropoxy-phenoxy)-2-oxo-2,5-dihydro-pyrrol-1-yl]-4-methyl-pentanoic acid methyl ester (3.10 g, 0.008 mol) in tetrahydrofuran (35 mL) was treated with an aqueous solution of lithium hydroxide monohydrate (0.5N, 35 mL, 0.018 mol). The mixture was stirred at 20° C. for 2H, and the solvents evaporated. The residue was dissolved in water and washed with diethyl ether, and the diethyl ether layer discarded. The aqueous phase was acidified with dilute... Product: FC1=C(OC2=CC(N(C2)[C@H](C(=O)O)CC(C)C)=O)C(=CC=C1OC(C)C)F ((S)-2-[4-(2,6-difluoro-3-isopropoxy-phenoxy)-2-oxo-2,5-dihydro-pyrrol-1-yl]-4-methyl-pentanoic acid). The solvent is O1CCCC1 (tetrahydrofuran). Reaction conditions: temperature 20 celsius. The reactants are [Mn](=O)(=O)(=O)[O-].[K+] (potassium permanganate), C(CC(O)(C(=O)O)CC(=O)O)(=O)O (citric acid), C(C)(C)(C)OC(=O)N1C(O[C@H]([C@@H]1C[C@H](CC1=CC(=C(C=C1)OC)OCCCOC)C(C)C)C[C@@H](C(C)C)C=O)(C)C (3-tert-butoxycarbonyl-5(S)-(2(S)-formyl-3-methyl-butyl)-4(S)-{2(S)-isopropyl-3-[4-methoxy-3-(3-methoxypropyloxy)-phenyl]-propyl}-2,2-dimethyl-1,3-oxazolidine), S(=O)([O-])[O-].[Na+].[Na+] (sodium sulfite). The reagents and catalysts are [Br-].C(CCC)[N+](CCCC)(CCCC)CCCC (tetrabutylammonium bromide). The solvent is O (water), O (water), C1(=CC=CC=C1)C (toluene). Reaction conditions: time 48 hour. Product: C(C)(C)(C)OC(=O)N1C(O[C@H]([C@@H]1C[C@H](CC1=CC(=C(C=C1)OC)OCCCOC)C(C)C)C[C@@H](C(C)C)C(=O)O)(C)C (3-Tert-butoxycarbonyl-5(S)-(2(S)-carboxy-3-methyl-butyl)-4(S)-{2(S)-isopropyl-3-[4-methoxy-3-(3-methoxypropyloxy)-phenyl]-propyl}-2,2-dimethyl-1,3-oxazolidine). As a reaction SMILES: [C:1]([O:5][C:6]([N:8]1[C@@H:12]([CH2:13][C@@H:14]([CH:30]([CH3:32])[CH3:31])[CH2:15][C:16]2[CH:21]=[CH:20][C:19]([O:22][CH3:23])=[C:18]([O:24][CH2:25][CH2:26][CH2:27][O:28][CH3:29])[CH:17]=2)[C@H:11]([CH2:33][C@H:34]([CH:38]=[O:39])[CH:35]([CH3:37])[CH3:36])[O:10][C:9]1([CH3:41])[CH3:40])=[O:7])([CH3:4])([CH3:3])[CH3:2].[Mn]([O-])(=O)(=O)=[O:43].[K+].S([O-])([O-])=O.[Na+].[Na+].C(O)(=O)CC(CC(O)=O)(C(O)=O)O>C1(C)C=CC=CC=1.[Br-].C([N+](CCCC)(CCCC)CCCC)CCC.O>[C:1]([O:5][C:6]([N:8]1[C@@H:12]([CH2:13][C@@H:14]([CH:30]([CH3:32])[CH3:31])[CH2:15][C:16]2[CH:21]=[CH:20][C:19]([O:22][CH3:23])=[C:18]([O:24][CH2:25][CH2:26][CH2:27][O:28][CH3:29])[CH:17]=2)[C@H:11]([CH2:33][C@H:34]([C:38]([OH:43])=[O:39])[CH:35]([CH3:36])[CH3:37])[O:10][C:9]1([CH3:40])[CH3:41])=[O:7])([CH3:4])([CH3:3])[CH3:2] |f:1.2,3.4.5,8.9|. Reported procedure: 53 g of 3-tert-butoxycarbonyl-5(S)-(2(S)-formyl-3-methyl-butyl)-4(S)-{2(S)-isopropyl-3-[4-methoxy-3-(3-methoxypropyloxy)-phenyl]-propyl}-2,2-dimethyl-1,3-oxazolidine are dissolved in 470 ml of toluene, and, at 0° C., 470 ml of water, 79.1 g of potassium permanganate and 9.7 g of tetrabutylammonium bromide are added in succession thereto. The reaction mixture is stirred for a further 48 hours at 0°-5° C., and then, at 10° C., 1.2 liters of 10% sodium sulfite solution are added. After a further 30... Reactants: Cl.FC1CNCCC1 (3-Fluoro-piperidine hydrochloride), ClC=1C=C(C=CC1F)NC1=NC=NC2=CC(=C(C=C12)NC(C=CCCl)=O)OC (4-Chloro-but-2-enoic acid [4-(3-chloro-4-fluoro-phenylamino)-7-methoxy-quinazolin-6-yl]-amide), CCN(C(C)C)C(C)C (DIEA). Run in C1CCOC1 (THF), C(C)(=O)OCC (ethyl acetate). Conditions: temperature 70 celsius, time 8 hour. Product: ClC=1C=C(C=CC1F)NC1=NC=NC2=CC(=C(C=C12)NC(C=CCN1CC(CCC1)F)=O)OC (4-(3-Fluoro-piperidin-1-yl)-but-2-enoic acid [4-(3-chloro-4-fluoro-phenylamino)-7-methoxy-quinazolin-6-yl]-amide). The yield is 79.5%. RXN SMILES: Cl.[F:2][CH:3]1[CH2:8][CH2:7][CH2:6][NH:5][CH2:4]1.[Cl:9][C:10]1[CH:11]=[C:12]([NH:17][C:18]2[C:27]3[C:22](=[CH:23][C:24]([O:35][CH3:36])=[C:25]([NH:28][C:29](=[O:34])[CH:30]=[CH:31][CH2:32]Cl)[CH:26]=3)[N:21]=[CH:20][N:19]=2)[CH:13]=[CH:14][C:15]=1[F:16].CCN(C(C)C)C(C)C>C1COCC1.C(OCC)(=O)C>[Cl:9][C:10]1[CH:11]=[C:12]([NH:17][C:18]2[C:27]3[C:22](=[CH:23][C:24]([O:35][CH3:36])=[C:25]([NH:28][C:29](=[O:34])[CH:30]=[CH:31][CH2:32][N:5]4[CH2:6][CH2:7][CH2:8][CH:3]([F:2])[CH2:4]4)[CH:26]=3)[N:21]=[CH:20][N:19]=2)[CH:13]=[CH:14][C:15]=1[F:16] |f:0.1|. Procedure details: 99 mg 3-Fluoro-piperidine hydrochloride, 300 mg 4-Chloro-but-2-enoic acid [4-(3-chloro-4-fluoro-phenylamino)-7-methoxy-quinazolin-6-yl]-amide and 0.37 ml of DIEA were dissolved in 5 ml THF stirred at 70° C. overnight. The mixture was then diluted with ethyl acetate, washed with water and brine and dried over Na2SO4. The resulting solids were flash chromatographed with 0-4% methanol in chloroform to give 275 mg of 4-(3-Fluoro-piperidin-1-yl)-but-2-enoic acid [4-(3-chloro-4-fluoro-phenylamino)-7-m...